This data is from the Open Reaction Database (ORD), a public repository of structured organic reaction records. The task is: describe an organic reaction: reactants, conditions, products, and yield RXN SMILES: [CH2:1]([c:2]1[cH:3][cH:4][cH:5][cH:6][cH:7]1)[O:8][CH2:9][CH2:10][CH2:11][CH:12]1[CH:13]([c:21]2[cH:22][cH:23][cH:24][cH:25][cH:26]2)[CH:14]([C:18]([OH:19])=[O:20])[C:15](=[O:17])[O:16]1.[CH2:36]([NH:37][CH2:38][CH3:39])[CH3:40].[CH3:28][C:29](=[O:30])[O-:31].[CH3:32][C:33](=[O:34])[OH:35].[Na+:27].[OH2:41]>>[CH2:1]([c:2]1[cH:3][cH:4][cH:5][cH:6][cH:7]1)[O:8][CH2:9][CH2:10][CH2:11][CH:12]1[CH:13]([c:21]2[cH:22][cH:23][cH:24][cH:25][cH:26]2)[C:14](=[CH2:18])[C:15](=[O:17])[O:16]1. The product is C=C1C(=O)OC(CCCOCc2ccccc2)C1c1ccccc1. The reactants are O=C(O)C1C(=O)OC(CCCOCc2ccccc2)C1c1ccccc1, CCNCC, CC(=O)[O-], CC(=O)O, [Na+], O. The reactants are [H][H] (hydrogen), ClC1=NC=NC(=C1C(O)C=1C(=NC=NC1C(F)(F)F)Cl)C(F)(F)F (1,1-bis-(4-chloro-6-trifluoromethylpyrimid-5-yl)methanol), [O-2].[Mg+2] (magnesium oxide). The reagents and catalysts are [Pd] (Pd/C). The solvent is CO (methanol). Yields the product FC(C1=NC=NC=C1C(O)C=1C(=NC=NC1)C(F)(F)F)(F)F (1,1-bis-(4-trifluoromethylpyrimid-5-yl)methanol). Isolated yield 87.6%. Reaction SMILES: Cl[C:2]1[C:7]([CH:8]([C:10]2[C:11](Cl)=[N:12][CH:13]=[N:14][C:15]=2[C:16]([F:19])([F:18])[F:17])[OH:9])=[C:6]([C:21]([F:24])([F:23])[F:22])[N:5]=[CH:4][N:3]=1.[O-2].[Mg+2].[H][H]>CO.[Pd]>[F:24][C:21]([F:22])([F:23])[C:6]1[C:7]([CH:8]([C:10]2[C:15]([C:16]([F:17])([F:18])[F:19])=[N:14][CH:13]=[N:12][CH:11]=2)[OH:9])=[CH:2][N:3]=[CH:4][N:5]=1 |f:1.2|. Reported procedure: To a solution of 0.44 g of 1,1-bis-(4-chloro-6-trifluoromethylpyrimid-5-yl)methanol in 4.0 ml methanol were added 0.246 g magnesium oxide and 66 mg of 10% Pd/C (50% wet, Degussa). The mixture was then shaken on a Parr hydrogenation apparatus for 6 hours under 50 psi of hydrogen. The palladium catalyst and excess magnesium oxide were removed by filtration through dicalite, and the methanol filtrate was concentrated in vacuo to afford 318 mg of 1,1-bis-(4-trifluoromethylpyrimid-5-yl)methanol as an... The reactants are ClC=1C=C2C(=C(N(C2=CC1)CCCOC1=CC=CC2=CC=CC=C12)C(=O)OCC)C1=C(C=CC=C1)C(C)C (ethyl 5-chloro-3-(2-isopropylphenyl)-1-(3-(naphthalen-1-yloxy)propyl)-1H-indole-2-carboxylate), [O-]P(=O)([O-])[O-].[K+].[K+].[K+] (K3PO4), C1(=CC=CC=C1)B(O)O (phenylboronic acid), C1(CCCCC1)P(C1=C(C=CC=C1)C1=C(C=CC=C1OC)OC)C1CCCCC1 (dicyclohexyl(2′,6′-dimethoxybiphenyl-2-yl)phosphine). The reagents and catalysts are C(C)(=O)O[Pd]OC(C)=O (diacetoxypalladium). Run at temperature 180 celsius, time 8 hour. The product is C(C)(C)C1=C(C=CC=C1)C1=C(N(C2=CC=C(C=C12)C1=CC=CC=C1)CCCOC1=CC=CC2=CC=CC=C12)C(=O)O (3-(2-isopropylphenyl)-1-(3-(1-naphthyloxy)propyl)-5-phenyl-1H-indole-2-carboxylic acid). RXN SMILES: Cl[C:2]1[CH:3]=[C:4]2[C:8](=[CH:9][CH:10]=1)[N:7]([CH2:11][CH2:12][CH2:13][O:14][C:15]1[C:24]3[C:19](=[CH:20][CH:21]=[CH:22][CH:23]=3)[CH:18]=[CH:17][CH:16]=1)[C:6]([C:25]([O:27]CC)=[O:26])=[C:5]2[C:30]1[CH:35]=[CH:34][CH:33]=[CH:32][C:31]=1[CH:36]([CH3:38])[CH3:37].[C:39]1(B(O)O)[CH:44]=[CH:43][CH:42]=[CH:41][CH:40]=1.C1(P(C2CCCCC2)C2C=CC=CC=2C2C(OC)=CC=CC=2OC)CCCCC1.[O-]P([O-])([O-])=O.[K+].[K+].[K+]>C(O[Pd]OC(=O)C)(=O)C>[CH:36]([C:31]1[CH:32]=[CH:33][CH:34]=[CH:35][C:30]=1[C:5]1[C:4]2[C:8](=[CH:9][CH:10]=[C:2]([C:39]3[CH:44]=[CH:43][CH:42]=[CH:41][CH:40]=3)[CH:3]=2)[N:7]([CH2:11][CH2:12][CH2:13][O:14][C:15]2[C:24]3[C:19](=[CH:20][CH:21]=[CH:22][CH:23]=3)[CH:18]=[CH:17][CH:16]=2)[C:6]=1[C:25]([OH:27])=[O:26])([CH3:38])[CH3:37] |f:3.4.5.6|. Procedure details: A mixture of ethyl 5-chloro-3-(2-isopropylphenyl)-1-(3-(naphthalen-1-yloxy)propyl)-1H-indole-2-carboxylate (the synthesis of this compound was similar to the intermediate described in EXAMPLE 134) (56 mg), phenylboronic acid (26 mg), diacetoxypalladium (2.39 mg), dicyclohexyl(2′,6′-dimethoxybiphenyl-2-yl)phosphine (8.74 mg) and K3PO4 (67.8 mg) was heated at 180° C. in a CEM microwave synthesizer for 1 hour. The reaction was concentrated and the residue was purified by flash chromatography, eluti... The reactants are O=c1ccccn1C(=S)n1ccccc1=O, CN(C)C=O, ClCCl, Nc1cc(-c2cccnc2)ncn1. Yields the product S=C=Nc1cc(-c2cccnc2)ncn1. RXN SMILES: [C:1](=[S:2])([n:3]1[cH:4][cH:5][cH:6][cH:7][c:8]1=[O:9])[n:10]1[cH:11][cH:12][cH:13][cH:14][c:15]1=[O:16].[CH3:30][N:31]([CH3:32])[CH:33]=[O:34].[Cl:35][CH2:36][Cl:37].[n:17]1[cH:18][c:19](-[c:23]2[cH:24][c:25]([NH2:29])[n:26][cH:27][n:28]2)[cH:20][cH:21][cH:22]1>>[C:1](=[S:2])=[N:29][c:25]1[cH:24][c:23](-[c:19]2[cH:18][n:17][cH:22][cH:21][cH:20]2)[n:28][cH:27][n:26]1. The reactants are CC=1NC(=C(C(C1C(=O)OCCOCC1=CC=CC=C1)C1=C(C=CC=C1)[N+](=O)[O-])C(=O)OCC)C(OCC)OCC (2-benzyloxyethyl 2-methyl-4-(2-nitrophenyl)-5-ethoxycarbonyl-6-diethoxymethyl-1,4-dihydropyridine-3-carboxylate). Solvent: CC(=O)C (acetone), Cl (hydrochloric acid). Product: CC=1NC(=C(C(C1C(=O)OCCOCC1=CC=CC=C1)C1=C(C=CC=C1)[N+](=O)[O-])C(=O)OCC)C=O (2-benzyloxyethyl 2-methyl-4-(2-nitrophenyl)-5-ethoxycarbonyl-6-formyl-1,4-dihydropyridine-3-carboxylate). Yield: 94.3%. Reaction SMILES: [CH3:1][C:2]1[NH:3][C:4]([CH:35](OCC)[O:36]CC)=[C:5]([C:30]([O:32][CH2:33][CH3:34])=[O:31])[CH:6]([C:21]2[CH:26]=[CH:25][CH:24]=[CH:23][C:22]=2[N+:27]([O-:29])=[O:28])[C:7]=1[C:8]([O:10][CH2:11][CH2:12][O:13][CH2:14][C:15]1[CH:20]=[CH:19][CH:18]=[CH:17][CH:16]=1)=[O:9]>CC(C)=O.Cl>[CH3:1][C:2]1[NH:3][C:4]([CH:35]=[O:36])=[C:5]([C:30]([O:32][CH2:33][CH3:34])=[O:31])[CH:6]([C:21]2[CH:26]=[CH:25][CH:24]=[CH:23][C:22]=2[N+:27]([O-:29])=[O:28])[C:7]=1[C:8]([O:10][CH2:11][CH2:12][O:13][CH2:14][C:15]1[CH:20]=[CH:19][CH:18]=[CH:17][CH:16]=1)=[O:9]. Procedure: Starting from a mixture of an oil (2.5 g) of 2-benzyloxyethyl 2-methyl-4-(2-nitrophenyl)-5-ethoxycarbonyl-6-diethoxymethyl-1,4-dihydropyridine-3-carboxylate in acetone (25 ml) and 6 N hydrochloric acid (2 ml) was obtained a reddish oil (2.05 g) of 2-benzyloxyethyl 2-methyl-4-(2-nitrophenyl)-5-ethoxycarbonyl-6-formyl-1,4-dihydropyridine-3-carboxylate, in a substantially similar manner to that of Example 2-6). Starting materials: ClC=1C=C(C(=O)OO)C=CC1 (3-chloroperoxybenzoic acid), ClC=1C(=C2NC(C(NC2=CC1Cl)=O)=O)N1C(=NN=C1C=1C=NC=CC1)COC ((+)-6,7-dichloro-5-[3-methoxymethyl-5-(3-pyridyl)-4H-1,2,4-triazol-4-yl]-2,3(1H,4H)-quinoxalinedione). Run in CC(=O)C (acetone), CC(=O)C (acetone). Reaction conditions: time 40 minute. Yields the product ClC=1C(=C2NC(C(NC2=CC1Cl)=O)=O)N1C(=NN=C1C=1C=[N+](C=CC1)[O-])COC ((−)-6,7-Dichloro-5-[3-methoxymethyl-5-(1-oxidopyridin-3-yl)-4H-1,2,4-triazol-4-yl]-2,3(1H,4H)-quinoxalinedione). Isolated yield 16.4%. As a reaction SMILES: ClC1C=C(C=CC=1)C(OO)=[O:6].[Cl:12][C:13]1[C:14]([N:26]2[C:30]([C:31]3[CH:32]=[N:33][CH:34]=[CH:35][CH:36]=3)=[N:29][N:28]=[C:27]2[CH2:37][O:38][CH3:39])=[C:15]2[C:20](=[CH:21][C:22]=1[Cl:23])[NH:19][C:18](=[O:24])[C:17](=[O:25])[NH:16]2>CC(C)=O>[Cl:12][C:13]1[C:14]([N:26]2[C:30]([C:31]3[CH:32]=[N+:33]([O-:6])[CH:34]=[CH:35][CH:36]=3)=[N:29][N:28]=[C:27]2[CH2:37][O:38][CH3:39])=[C:15]2[C:20](=[CH:21][C:22]=1[Cl:23])[NH:19][C:18](=[O:24])[C:17](=[O:25])[NH:16]2. Procedure: A solution of 3-chloroperoxybenzoic acid (0.85 g, 4.93 mmol) in acetone (20 ml) was added in one portion to a suspension of (−)-6,7-dichloro-5-[3-methoxymethyl-5-(3-pyridyl)-4H-1,2,4-triazol-4-yl]-2,3(1H,4H)-quinoxalinedione (see Example 111) (1.0 g, 2.24 mmol) in acetone (40 ml) which caused all the solid to dissolve. The reaction was stirred at room temperature for 40 minutes after which time a white solid began to form. The reaction mixture was allowed to stir at room temperature for 3 days. ... Reactants: C(=C)[Si](O[Si](C)(C)C)(C)C=C (divinyltetramethyldisiloxane), CCCCCCC=C (octene-1), C(C)O[SiH](OCC)OCC (triethoxysilane), C(C)(=O)OC(C)=O (acetic anhydride), Teflon, CCCCCCC=C (octene-1). Run in C1(=CC=CC=C1)C (toluene), C1(=CC=CC=C1)C (toluene). Run at temperature 50 celsius. Product: C(CCCCCCC)[Si](OCC)(OCC)OCC (n-octyltriethoxysilane). Yield: 14.3%. RXN SMILES: [CH3:1][CH2:2][CH2:3][CH2:4][CH2:5][CH2:6][CH:7]=[CH2:8].[CH2:9]([O:11][SiH:12]([O:16][CH2:17][CH3:18])[O:13][CH2:14][CH3:15])[CH3:10].C(OC(=O)C)(=O)C.C([Si](C=C)(C)O[Si](C)(C)C)=C>C1(C)C=CC=CC=1>[CH2:8]([Si:12]([O:16][CH2:17][CH3:18])([O:13][CH2:14][CH3:15])[O:11][CH2:9][CH3:10])[CH2:7][CH2:6][CH2:5][CH2:4][CH2:3][CH2:2][CH3:1]. Reported procedure: 224 mg Of octene-1, 328 mg of triethoxysilane, and 56 mg of toluene were placed in a glass reaction tube and 0.01 ml of acetic anhydride was added to this mixture. Then, 0.001 ml of a toluene solution of a 0-valent platinum complex of divinyltetramethyldisiloxane (platinum content: 0.4 wt %) was added to this mixture. The reaction tube was sealed with Teflon tape and heated for 30 minutes in an oil bath at 50° C. When the contents were analyzed by GC-MS following cooling, the conversion rate of ... Reactants: N1N=CC(=C1)NC1=C(CCCC1)C(=O)OCC (Ethyl 2-(pyrazol-4-ylamino)cyclohexene-1-carboxylate). Run in petroleum ether, C1=CC=C(C=C1)C2=CC=CC=C2.C1=CC=C(C=C1)OC2=CC=CC=C2 (Dowtherm A). Product: O=C1C2=C(NC=3CCCCC13)C=NN2 (4,5,6,7,8,9-Hexahydro-9-oxo-1H-pyrazolo[4,3-b]quinoline). Isolated yield 91.9%. Reaction SMILES: [NH:1]1[CH:5]=[C:4]([NH:6][C:7]2[CH2:12][CH2:11][CH2:10][CH2:9][C:8]=2[C:13]([O:15]CC)=O)[CH:3]=[N:2]1>C1C=CC(C2C=CC=CC=2)=CC=1.C1C=CC(OC2C=CC=CC=2)=CC=1>[O:15]=[C:13]1[C:8]2[CH2:9][CH2:10][CH2:11][CH2:12][C:7]=2[NH:6][C:4]2[CH:5]=[N:1][NH:2][C:3]1=2 |f:1.2|. Procedure: Ethyl 2-(pyrazol-4-ylamino)cyclohexene-1-carboxylate (8.5 g, 0.036 mole) was added rapidly to refluxing Dowtherm A (250 ml) under nitrogen and the mixture heated under reflux for a further 15 minutes, before allowing to cool to room temperature. The mixture was diluted with 60°-80° petroleum ether (200 ml) and the solid then filtered off, washed well with petroleum ether and then ethanol, before drying under vacuum to give the title compound as a white solid (6.26 g, 92%), m.p. >325° C. Found: C... Starting materials: CN(C)C=O, CN1CC(CCCl)Oc2ncccc2C1=S, [H-], [H][H], [Na+], c1cn[nH]c1. Yields the product CN1CC(CCn2cccn2)Oc2ncccc2C1=S. RXN SMILES: [CH3:26][N:27]([CH3:28])[CH:29]=[O:30].[Cl:10][CH2:11][CH2:12][CH:13]1[O:14][c:15]2[c:16]([cH:22][cH:23][cH:24][n:25]2)[C:17](=[S:21])[N:18]([CH3:20])[CH2:19]1.[H-:1].[H:8][H:9].[Na+:2].[nH:3]1[n:4][cH:5][cH:6][cH:7]1>>[n:3]1([CH2:11][CH2:12][CH:13]2[O:14][c:15]3[c:16]([cH:22][cH:23][cH:24][n:25]3)[C:17](=[S:21])[N:18]([CH3:20])[CH2:19]2)[n:4][cH:5][cH:6][cH:7]1.